Dataset: the Open Reaction Database (ORD), a public repository of structured organic reaction records. Task: describe an organic reaction: reactants, conditions, products, and yield The reactants are peptide, [N-]=C=O (isocyanate), pentapeptide, N[C@@H](CC1=CC=C(C=C1)O)C(=O)O.N[C@@H](CCCNC(N)=N)C(=O)O.NCC(=O)O.N[C@@H](CC(=O)[O-])C(=O)[O-].N[C@@H](CO)C(=O)O (tyrosine arginine glycine aspartate serine), peptide. The solvent is P(=O)([O-])([O-])[O-].[Na+].[Na+].[Na+] (sodium phosphate), CC(C)O (2-propanol). The product is C1=CC(=CC=C1C[C@@H](C(=O)N[C@@H](CCCN=C(N)N)C(=O)NCC(=O)N[C@@H](CC(=O)O)C(=O)N[C@@H](CO)C(=O)O)N)O (YRGDS), peptide. Reaction SMILES: [NH2:1][C@H:2]([C:11]([OH:13])=O)[CH2:3][C:4]1[CH:9]=[CH:8][C:7]([OH:10])=[CH:6][CH:5]=1.[NH2:14][C@H:15]([C:23]([OH:25])=O)[CH2:16][CH2:17][CH2:18][NH:19][C:20](=[NH:22])[NH2:21].[NH2:26][CH2:27][C:28](O)=[O:29].[NH2:31][C@H:32]([C:37]([O-:39])=O)[CH2:33][C:34]([O-:36])=[O:35].[NH2:40][C@H:41]([C:44]([OH:46])=[O:45])[CH2:42][OH:43].[N-]=C=O>P([O-])([O-])([O-])=O.[Na+].[Na+].[Na+].CC(O)C>[CH:5]1[C:4]([CH2:3][C@H:2]([NH2:1])[C:11]([NH:14][C@H:15]([C:23]([NH:26][CH2:27][C:28]([NH:31][C@H:32]([C:37]([NH:40][C@H:41]([C:44]([OH:46])=[O:45])[CH2:42][OH:43])=[O:39])[CH2:33][C:34]([OH:36])=[O:35])=[O:29])=[O:25])[CH2:16][CH2:17][CH2:18][N:19]=[C:20]([NH2:21])[NH2:22])=[O:13])=[CH:9][CH:8]=[C:7]([OH:10])[CH:6]=1 |f:0.1.2.3.4,6.7.8.9|. Procedure: A pentapeptide with a sequence of tyrosine-arginine-glycine-aspartate-serine (single letter code YRGDS) was obtained from Bachem, Inc. The peptide was 98% pure and had a molecular weight of 596.7. A solution of YRGDS was prepared in 0.05M sodium phosphate (pH 7.0), at a concentration of 5.0 mg/ml. To 0.3 ml of the peptide solution was added 30.0 μl of a 200.0 mg/ml solution of Prepolymer F (high temperature) in 2-propanol. These volumes provide a slight excess of peptide (2.51 micromoles) over p... Starting materials: CO, CC(=O)OCc1cccc2c1nc(-c1c(F)cccc1F)n2Cc1c(F)cccc1F, [K+], [K+], O=C([O-])[O-], O. Yields the product OCc1cccc2c1nc(-c1c(F)cccc1F)n2Cc1c(F)cccc1F. Reaction SMILES: [CH3:39][OH:40].[F:1][c:2]1[c:3]([CH2:4][n:5]2[c:6](-[c:19]3[c:20]([F:26])[cH:21][cH:22][cH:23][c:24]3[F:25])[n:7][c:8]3[c:9]2[cH:10][cH:11][cH:12][c:13]3[CH2:14][O:15][C:16](=[O:17])[CH3:18])[c:27]([F:31])[cH:28][cH:29][cH:30]1.[K+:33].[K+:34].[O-:35][C:36]([O-:37])=[O:38].[OH2:32]>>[F:1][c:2]1[c:3]([CH2:4][n:5]2[c:6](-[c:19]3[c:20]([F:26])[cH:21][cH:22][cH:23][c:24]3[F:25])[n:7][c:8]3[c:9]2[cH:10][cH:11][cH:12][c:13]3[CH2:14][OH:15])[c:27]([F:31])[cH:28][cH:29][cH:30]1. Starting materials: CC=CCC1CC(=O)c2ccccc2O1, CO, ClCCl, O=[O+][O-]. Yields the product O=CCC1CC(=O)c2ccccc2O1. RXN SMILES: [CH2:4]([CH:5]=[CH:6][CH3:7])[CH:8]1[O:9][c:10]2[cH:11][cH:12][cH:13][cH:14][c:15]2[C:16](=[O:18])[CH2:17]1.[CH3:22][OH:23].[Cl:19][CH2:20][Cl:21].[O-:1][O+:2]=[O:3]>>[O:1]=[CH:5][CH2:4][CH:8]1[O:9][c:10]2[cH:11][cH:12][cH:13][cH:14][c:15]2[C:16](=[O:18])[CH2:17]1. The reactants are O=[N+]([O-])c1cc(Cl)ccc1Br, CO, [Cl-], [Fe], [NH4+], O. Yields the product Nc1cc(Cl)ccc1Br. RXN SMILES: [Br:1][c:2]1[c:3]([N+:9]([O-:10])=[O:11])[cH:4][c:5]([Cl:8])[cH:6][cH:7]1.[CH3:15][OH:16].[Cl-:13].[Fe:17].[NH4+:14].[OH2:12]>>[Br:1][c:2]1[c:3]([NH2:9])[cH:4][c:5]([Cl:8])[cH:6][cH:7]1. The reactants are COC(=O)c1cccc2nc(C3CCN(C(=O)OCc4ccccc4)CC3)oc12, CO, [NH4+]. Product: NC(=O)c1cccc2nc(C3CCN(C(=O)OCc4ccccc4)CC3)oc12. As a reaction SMILES: [CH2:1]([c:2]1[cH:3][cH:4][cH:5][cH:6][cH:7]1)[O:8][C:9](=[O:10])[N:11]1[CH2:12][CH2:13][CH:14]([c:17]2[o:18][c:19]3[c:20]([n:21]2)[cH:22][cH:23][cH:24][c:25]3[C:26]([O:28][CH3:27])=[O:29])[CH2:15][CH2:16]1.[CH3:31][OH:32].[NH4+:30]>>[CH2:1]([c:2]1[cH:3][cH:4][cH:5][cH:6][cH:7]1)[O:8][C:9](=[O:10])[N:11]1[CH2:12][CH2:13][CH:14]([c:17]2[o:18][c:19]3[c:20]([n:21]2)[cH:22][cH:23][cH:24][c:25]3[C:26](=[O:28])[NH2:30])[CH2:15][CH2:16]1.